Task: describe an organic reaction: reactants, conditions, products, and yield. Dataset: the Open Reaction Database (ORD), a public repository of structured organic reaction records Starting materials: OC1=C(C=CC(=C1CCC)OCCCCCC1=NN=NN1)C(C)=O (2-Hydroxy-3-propyl-4-[5-(1H-tetrazol-5-yl)pentyloxy]phenylethanone), Cl.ClCC=1C=NC=CC1 (3-(chloromethyl)pyridine hydrochloride). The product is OC1=C(C=CC(=C1CCC)OCCCCCC1=NN=NN1CC=1C=NC=CC1)C(C)=O (1-[2-hydroxy-3-propyl-4-[5-[1-(3-pyridinyl)methyl-1H-tetrazol-5-yl]pentyloxy]phenyl]-ethanone). As a reaction SMILES: [OH:1][C:2]1[C:7]([CH2:8][CH2:9][CH3:10])=[C:6]([O:11][CH2:12][CH2:13][CH2:14][CH2:15][CH2:16][C:17]2[NH:21][N:20]=[N:19][N:18]=2)[CH:5]=[CH:4][C:3]=1[C:22](=[O:24])[CH3:23].Cl.Cl[CH2:27][C:28]1[CH:29]=[N:30][CH:31]=[CH:32][CH:33]=1>>[OH:1][C:2]1[C:7]([CH2:8][CH2:9][CH3:10])=[C:6]([O:11][CH2:12][CH2:13][CH2:14][CH2:15][CH2:16][C:17]2[N:21]([CH2:27][C:28]3[CH:29]=[N:30][CH:31]=[CH:32][CH:33]=3)[N:20]=[N:19][N:18]=2)[CH:5]=[CH:4][C:3]=1[C:22](=[O:24])[CH3:23] |f:1.2|. Reported procedure: 1-[2-Hydroxy-3-propyl-4-[5-(1H-tetrazol-5-yl)pentyloxy]phenylethanone was allowed to reacted with 3-(chloromethyl)pyridine hydrochloride according to procedure A and the product was purified by high pressure liquid chromatography to give 1-[2-hydroxy-3-propyl-4-[5-[1-(3-pyridinyl)methyl-1H-tetrazol-5-yl]pentyloxy]phenyl]-ethanone, which is the N-1 isomer, and 1-[2-hydroxy-3-propyl-4-[5-[2-(3-pyridinyl)methyl]-2H-tetrazol-5-yl]pentyloxy]phenyl]ethanone, which is the N-2 isomer. Reactants: C(C)OC(C1=C(C=C(C(=O)OCC)C(=C1)O)O)=O (diethyl-2,5-dihydroxyterephthalate), BrCCCCCCCCCCBr (1,10-dibromodecane), C(=O)([O-])[O-].[K+].[K+] (K2CO3), [Na+].[I-] (NaI). Run in CC(=O)C (acetone). The product is C(C)OC(C1=C(C=C(C(=O)OCC)C(=C1)OCCCCCCCCCCBr)OCCCCCCCCCCBr)=O (diethyl-2,5-bis-(10-bromodecoxy)terephthalate). Reaction SMILES: [CH2:1]([O:3][C:4](=[O:18])[C:5]1[CH:15]=[C:14]([OH:16])[C:8]([C:9]([O:11][CH2:12][CH3:13])=[O:10])=[CH:7][C:6]=1[OH:17])[CH3:2].Br[CH2:20][CH2:21][CH2:22][CH2:23][CH2:24][CH2:25][CH2:26][CH2:27][CH2:28][CH2:29][Br:30].C([O-])([O-])=O.[K+].[K+].[Na+].[I-]>CC(C)=O>[CH2:1]([O:3][C:4](=[O:18])[C:5]1[CH:15]=[C:14]([O:16][CH2:20][CH2:21][CH2:22][CH2:23][CH2:24][CH2:25][CH2:26][CH2:27][CH2:28][CH2:29][Br:30])[C:8]([C:9]([O:11][CH2:12][CH3:13])=[O:10])=[CH:7][C:6]=1[O:17][CH2:20][CH2:21][CH2:22][CH2:23][CH2:24][CH2:25][CH2:26][CH2:27][CH2:28][CH2:29][Br:30])[CH3:2] |f:2.3.4,5.6|. Procedure details: 25.4 g (0.1 mol) diethyl-2,5-dihydroxyterephthalate, 450 g (1.5 mol) 1,10-dibromodecane, 138 g (1.0 mol) K2CO3 and 200 mg NaI in 200 ml acetone are heated under reflux for 28 hours until the originally yellow suspension has decolorized. After distilling off the solvent, the reaction mixture is extracted twice with diethyl ether (2×250 ml), and insoluble salts are filtered off. The filtrate is washed twice with 200 ml water and dried over Na2SO4. The solvent is then distilled off. The colourless,... The reactants are C(=O)(OCC)CN1C(N([C@H]2[C@H](O)[C@H](O)[C@@H](CO)O2)C=2N=C(NC(C12)=O)N)=O (7-carbethoxymethyl-8-oxoguanosine), [OH-].[Na+] (NaOH). The solvent is CO (methanol). Reaction conditions: time 4 hour. Product: C(=O)(O)CN1C(N([C@H]2[C@H](O)[C@H](O)[C@@H](CO)O2)C=2N=C(NC(C12)=O)N)=O (7-carboxymethyl-8-oxoguanosine). Yield: 31.0%. Reaction SMILES: [C:1]([CH2:6][N:7]1[C:24]2[C:23](=[O:25])[NH:22][C:21]([NH2:26])=[N:20][C:19]=2[N:9]([C@@H:10]2[O:18][C@H:15]([CH2:16][OH:17])[C@@H:13]([OH:14])[C@H:11]2[OH:12])[C:8]1=[O:27])([O:3]CC)=[O:2].[OH-].[Na+]>CO>[C:1]([CH2:6][N:7]1[C:24]2[C:23](=[O:25])[NH:22][C:21]([NH2:26])=[N:20][C:19]=2[N:9]([C@@H:10]2[O:18][C@H:15]([CH2:16][OH:17])[C@@H:13]([OH:14])[C@H:11]2[OH:12])[C:8]1=[O:27])([OH:3])=[O:2] |f:1.2|. Reported procedure: A mixture of 7-carbethoxymethyl-8-oxoguanosine (1 g, 2.6 mM; Example 2), methanol (5 ml) and 1N NaOH (5 ml) was stirred at room temperature under N2 for 4 hours. Most of the methanol was removed in vacuo, and the residue was heated with water (50 ml). The solution was acidified with 1N HCl at zero degrees C to pH 5. The reaction product was purified by preparative reverse phase high performance liquid chromatography on a C-18 column (HPLC) to give the title compound as a white powder in 31 perce...